Task: describe an organic reaction: reactants, conditions, products, and yield. Dataset: the Open Reaction Database (ORD), a public repository of structured organic reaction records The reactants are C1CCOC1, CO, Cc1ccc(S(=O)(=O)n2nc(C(=O)C3CC3)c3cc([N+](=O)[O-])cnc32)cc1, [Cl-], [NH4+], [Na+], [OH-]. Product: O=C(c1n[nH]c2ncc([N+](=O)[O-])cc12)C1CC1. RXN SMILES: [CH2:32]1[O:33][CH2:34][CH2:35][CH2:36]1.[CH3:30][OH:31].[CH:3]1([C:6](=[O:7])[c:8]2[n:9][n:10]([S:20]([c:21]3[cH:22][cH:23][c:24]([CH3:25])[cH:26][cH:27]3)(=[O:28])=[O:29])[c:11]3[n:12][cH:13][c:14]([N+:17](=[O:18])[O-:19])[cH:15][c:16]23)[CH2:4][CH2:5]1.[Cl-:37].[NH4+:38].[Na+:2].[OH-:1]>>[CH:3]1([C:6](=[O:7])[c:8]2[n:9][nH:10][c:11]3[n:12][cH:13][c:14]([N+:17](=[O:18])[O-:19])[cH:15][c:16]23)[CH2:4][CH2:5]1. The reactants are OC1=C2C(=NC(=C1)C=1N=C(SC1)NC(C(C)C)=O)C1=C(O2)C=CC(=C1Br)OC (4-hydroxyl-9-bromo-2-(2-isobutyrylamino-thiazole-4-yl)-8-methoxy-benzofuro[3,2-b]pyridine), O=P(Cl)(Cl)Cl (POCl3). Run at temperature 110 celsius. Product: BrC1=C(C=CC2=C1C1=NC(=CC(=C1O2)Cl)C=2N=C(SC2)NC(C(C)C)=O)OC (9-bromo-4-chloro-2-(2-isobutyrylamino-thiazole-4-yl)-8-methoxy-benzofuro[3,2-b]pyridine). Yield: 27.0%. Reaction SMILES: O[C:2]1[CH:7]=[C:6]([C:8]2[N:9]=[C:10]([NH:13][C:14](=[O:18])[CH:15]([CH3:17])[CH3:16])[S:11][CH:12]=2)[N:5]=[C:4]2[C:19]3[C:25]([Br:26])=[C:24]([O:27][CH3:28])[CH:23]=[CH:22][C:20]=3[O:21][C:3]=12.O=P(Cl)(Cl)[Cl:31]>>[Br:26][C:25]1[C:19]2[C:4]3[C:3]([O:21][C:20]=2[CH:22]=[CH:23][C:24]=1[O:27][CH3:28])=[C:2]([Cl:31])[CH:7]=[C:6]([C:8]1[N:9]=[C:10]([NH:13][C:14](=[O:18])[CH:15]([CH3:17])[CH3:16])[S:11][CH:12]=1)[N:5]=3. Reported procedure: A mixture of 16C (0.7 g, 1.5 mmol) in POCl3 (10 mL) was heated to 110° C. and reacted for 30 min. TLC monitored the reaction. After the reaction completed, POCl3 in the reaction mixture was evaporated. The residue was added dropwise into ice-water. The precipitated solids were collected by filtration and purified by short column chromatography to give M16 (0.2 g, 27% yield).